This data is from the Open Reaction Database (ORD), a public repository of structured organic reaction records. The task is: describe an organic reaction: reactants, conditions, products, and yield Reactants: C(=O)(O)[O-].[Na+] (NaHCO3), FC1=CC=C(C=N1)C1=CC=NC=2C=3N(CCC12)C(CNC(C3)=O)=O (4-(6-fluoropyridin-3-yl)-5,6,9,10-tetrahydro-[1,4]diazepino[1,7-h][1,7]naphthyridine-8,11-dione), ClCCCl (1,2-dichloroethane), C(C)(C)C=1N=CNC1 (4-isopropyl-1H-imidazole). Solvent: C(Cl)Cl (DCM). Conditions: temperature 100 celsius, time 1 hour. The product is FC1=CC=C(C=N1)C1=CC=NC=2C=3N(CCC12)C(CN=C(C3)N3C=NC(=C3)C(C)C)=O (4-(6-fluoropyridin-3-yl)-11-(4-isopropyl-1H-imidazol-1-yl)-5,6-dihydro-[1,4]diazepino[1,7-h][1,7]naphthyridin-8(9H)-one). Isolated yield 27.5%. Reaction SMILES: [F:1][C:2]1[N:7]=[CH:6][C:5]([C:8]2[C:17]3[CH2:16][CH2:15][N:14]4[C:18](=[O:24])[CH2:19][NH:20][C:21](=O)[CH:22]=[C:13]4[C:12]=3[N:11]=[CH:10][CH:9]=2)=[CH:4][CH:3]=1.ClCCCl.[CH:29]([C:32]1[N:33]=[CH:34][NH:35][CH:36]=1)([CH3:31])[CH3:30].C([O-])(O)=O.[Na+]>C(Cl)Cl>[F:1][C:2]1[N:7]=[CH:6][C:5]([C:8]2[C:17]3[CH2:16][CH2:15][N:14]4[C:18](=[O:24])[CH2:19][N:20]=[C:21]([N:35]5[CH:36]=[C:32]([CH:29]([CH3:31])[CH3:30])[N:33]=[CH:34]5)[CH:22]=[C:13]4[C:12]=3[N:11]=[CH:10][CH:9]=2)=[CH:4][CH:3]=1 |f:3.4|. Reported procedure: EXAMPLE 94. To a stirred solution of 4-(6-fluoropyridin-3-yl)-5,6,9,10-tetrahydro-[1,4]diazepino[1,7-h][1,7]naphthyridine-8,11-dione (31 mg, 0.096 mmol) in 1,2-dichloroethane (2 mL) POCl3 (29.3 mg, 0.19 mmol) was added and the resulting suspension was stirred at 100° C. for 1 h. The reaction mixture was cooled to rt and concentrated under reduced pressure to dryness. For complete removal of POCl3 the residue was taken up in toluene and evaporated twice again and dried under high vacuo. The resul...